This data is from the Open Reaction Database (ORD), a public repository of structured organic reaction records. The task is: describe an organic reaction: reactants, conditions, products, and yield Reactants: [N+](=O)([O-])C=1C=C(C(=O)OC)C=C(C1OC1=CC(=CC=C1)OC)OCCOC1OCCCC1 (methyl 3-nitro-4-(3-methoxy-phenoxy)-5-[2-(tetrahydro-pyran-2-yloxy)-ethoxy]-benzoate). The reagents and catalysts are [Ni] (Ra-Ni). Solvent: CO (methanol). Yields the product NC=1C=C(C(=O)OC)C=C(C1OC1=CC(=CC=C1)OC)OCCOC1OCCCC1 (methyl 3-amino-4-(3-methoxy-phenoxy)-5-[2-(tetrahydro-pyran-2-yloxy)-ethoxy]-benzoate). As a reaction SMILES: [N+:1]([C:4]1[CH:5]=[C:6]([CH:11]=[C:12]([O:23][CH2:24][CH2:25][O:26][CH:27]2[CH2:32][CH2:31][CH2:30][CH2:29][O:28]2)[C:13]=1[O:14][C:15]1[CH:20]=[CH:19][CH:18]=[C:17]([O:21][CH3:22])[CH:16]=1)[C:7]([O:9][CH3:10])=[O:8])([O-])=O>CO.[Ni]>[NH2:1][C:4]1[CH:5]=[C:6]([CH:11]=[C:12]([O:23][CH2:24][CH2:25][O:26][CH:27]2[CH2:32][CH2:31][CH2:30][CH2:29][O:28]2)[C:13]=1[O:14][C:15]1[CH:20]=[CH:19][CH:18]=[C:17]([O:21][CH3:22])[CH:16]=1)[C:7]([O:9][CH3:10])=[O:8]. Reported procedure: 3.5 g of methyl 3-nitro-4-(3-methoxy-phenoxy)-5-[2-(tetrahydro-pyran-2-yloxy)-ethoxy]-benzoate were dissolved in methanol (100 ml), treated with 0.5 g of Ra-Ni catalyst and hydrogenated at room temperature for 1 hour. The catalyst was filtered off and the solution was concentrated on a rotary evaporator. There was thus obtained the desired methyl 3-amino-4-(3-methoxy-phenoxy)-5-[2-(tetrahydro-pyran-2-yloxy)-ethoxy]-benzoate as a pale yellow solid. Reactants: COc1ccc(Br)c(C(=O)O)c1, [Cl-], O=C(O)c1cccs1. The product is COc1ccc(C(=O)c2cccs2)c(C(=O)O)c1. As a reaction SMILES: [Br:10][c:11]1[c:12]([C:13](=[O:14])[OH:15])[cH:16][c:17]([O:20][CH3:21])[cH:18][cH:19]1.[Cl-:1].[s:2]1[c:3]([C:7](=[O:8])[OH:9])[cH:4][cH:5][cH:6]1>>[s:2]1[c:3]([C:7](=[O:9])[c:11]2[c:12]([C:13](=[O:14])[OH:15])[cH:16][c:17]([O:20][CH3:21])[cH:18][cH:19]2)[cH:4][cH:5][cH:6]1. The reactants are CC1=CC(=NC(=C1)C)NC(=O)C1=NC=CN=C1 (N-(4,6-DIMETHYL-2-PYRIDYL)-2-PYRAZINECARBOXAMIDE), COC=1C=CC(=CC1)P2(=S)SP(=S)(S2)C=3C=CC(=CC3)OC (Lawesson's reagent). The solvent is C1(=CC=CC=C1)C (toluene). Yields the product CC1=CC(=NC(=C1)C)NC(=S)C1=NC=CN=C1 (N-(4,6-DIMETHYL-2-PYRIDYL)-2-PYRAZINETHIOCARBOXAMIDE). Reaction SMILES: [CH3:1][C:2]1[CH:7]=[C:6]([CH3:8])[N:5]=[C:4]([NH:9][C:10]([C:12]2[CH:17]=[N:16][CH:15]=[CH:14][N:13]=2)=O)[CH:3]=1.COC1C=CC(P2(SP(C3C=CC(OC)=CC=3)(=S)S2)=[S:27])=CC=1>C1(C)C=CC=CC=1>[CH3:1][C:2]1[CH:7]=[C:6]([CH3:8])[N:5]=[C:4]([NH:9][C:10]([C:12]2[CH:17]=[N:16][CH:15]=[CH:14][N:13]=2)=[S:27])[CH:3]=1. Reported procedure: 2.5 g of product obtained in Example 21 and 5.31 g of Lawesson's reagent are dissolved in 50 ml of toluene, and the solutions maintained at reflux for 4 h. It is filtered and the solvent is evaporated off. The product is purified by chromatography on silica gel, eluting with dichloromethane. Reactants: CCOC(C)=O, Nc1ccc(C2=NNC(=O)CC2)cc1, O=C(CCCc1ccccc1)c1ccc(O)cc1O. Yields the product O=C1CCC(c2ccc(N=C(CCCc3ccccc3)c3ccc(O)cc3O)cc2)=NN1. Reaction SMILES: [CH3:34][CH2:35][O:36][C:37](=[O:38])[CH3:39].[NH2:20][c:21]1[cH:22][cH:23][c:24]([C:27]2=[N:32][NH:31][C:30](=[O:33])[CH2:29][CH2:28]2)[cH:25][cH:26]1.[OH:1][c:2]1[c:3]([C:9]([CH2:10][CH2:11][CH2:12][c:13]2[cH:14][cH:15][cH:16][cH:17][cH:18]2)=[O:19])[cH:4][cH:5][c:6]([OH:8])[cH:7]1>>[OH:1][c:2]1[c:3]([C:9]([CH2:10][CH2:11][CH2:12][c:13]2[cH:14][cH:15][cH:16][cH:17][cH:18]2)=[N:20][c:21]2[cH:22][cH:23][c:24]([C:27]3=[N:32][NH:31][C:30](=[O:33])[CH2:29][CH2:28]3)[cH:25][cH:26]2)[cH:4][cH:5][c:6]([OH:8])[cH:7]1.